This data is from the Open Reaction Database (ORD), a public repository of structured organic reaction records. The task is: describe an organic reaction: reactants, conditions, products, and yield Starting materials: CC#N, C=Cc1ccccc1, [Cl-], [O-][I+3]([O-])([O-])[O-], [Na+], [Na+], O, O=S(=O)(O)O. Reaction SMILES: [C:23](#[N:24])[CH3:25].[CH2:1]=[CH:2][c:3]1[cH:4][cH:5][cH:6][cH:7][cH:8]1.[Cl-:10].[I+3:16]([O-:17])([O-:18])([O-:19])[O-:20].[Na+:21].[Na+:9].[OH2:22].[S:11]([OH:12])(=[O:13])(=[O:14])[OH:15]>>[CH2:1]([CH:2]([c:3]1[cH:4][cH:5][cH:6][cH:7][cH:8]1)[OH:12])[Cl:10]. Product: OC(CCl)c1ccccc1. Starting materials: FC1=C(C=CC=C1)C1=NCC(N(C2=C1C=C(C=C2)[N+](=O)[O-])C)=O (1,3-dihydro-5-(2-fluorophenyl)-1-methyl-7-nitro-2H-1,4-benzodiazepin-2-one), stannous chloride dihydrate, N (ammonia), O1CCCC1 (tetrahydrofuran), O.O.O.C(C)(=O)[O-].[Na+] (sodium acetate trihydrate). Solvent: CO (methanol). The product is FC1=C(C=CC=C1)C1=NCC(N(C2=C1C=C(C=C2)NO)C)=O (1,3-dihydro-5-(2-fluorophenyl)-7-hydroxyamino-1-methyl-2H-1,4-benzodiazepin-2-one). RXN SMILES: [F:1][C:2]1[CH:7]=[CH:6][CH:5]=[CH:4][C:3]=1[C:8]1[C:14]2[CH:15]=[C:16]([N+:19]([O-])=[O:20])[CH:17]=[CH:18][C:13]=2[N:12]([CH3:22])[C:11](=[O:23])[CH2:10][N:9]=1.O1CCCC1.O.O.O.C([O-])(=O)C.[Na+].N>CO>[F:1][C:2]1[CH:7]=[CH:6][CH:5]=[CH:4][C:3]=1[C:8]1[C:14]2[CH:15]=[C:16]([NH:19][OH:20])[CH:17]=[CH:18][C:13]=2[N:12]([CH3:22])[C:11](=[O:23])[CH2:10][N:9]=1 |f:2.3.4.5.6|. Procedure details: A mixture of 16 g. (0.05 mol) of 1,3-dihydro-5-(2-fluorophenyl)-1-methyl-7-nitro-2H-1,4-benzodiazepin-2-one, 500 ml. of tetrahydrofuran, 250 ml. of methanol, 68 g. of sodium acetate trihydrate and 56 g. of stannous chloride dihydrate was stirred under nitrogen for 6 hours. 25 ml. of concentrated ammonia was added and the inorganic salts were removed by filtration through celite. The filtrate was washed well with 2 l. of tetrahydrofuran. The filtrate was evaporated and the solid residue was disso... Yield: 41.0%. Reaction SMILES: [CH3:1][C:2]1[CH:15]=[C:14]([S:16][CH:17]([CH3:19])[CH3:18])[C:13]2[C:4](=[C:5]3[C:10](=[CH:11][CH:12]=2)[CH:9]=[CH:8][CH:7]=[N:6]3)[N:3]=1.[O:20]1CCOCC1>O>[CH:17]([S:16][C:14]1[C:13]2[C:4](=[C:5]3[C:10](=[CH:11][CH:12]=2)[CH:9]=[CH:8][CH:7]=[N:6]3)[N:3]=[C:2]([CH:1]=[O:20])[CH:15]=1)([CH3:19])[CH3:18]. Product: C(C)(C)SC1=CC(=NC2=C3N=CC=CC3=CC=C12)C=O (4-Isopropylsulfanyl-[1,10]phenanthroline-2-carbaldehyde). The solvent is O (water). Procedure details: A solution of SeO2 (1.06 g, 9.6 mmol) in a mixture of dioxane (50 mL) and water (2 mL) was heated to reflux in a two-neck 250 mL round-bottomed flask. A solution of 2-methyl-4-isopropylsulfanyl-[1,10]phenanthroline (1.03 g, 3.8 mmol) in hot dioxane (50 mL) was added through an addition funnel over a period of 30 minutes and the reaction mixture was refluxed for 1 hour. The reaction mixture was filtered while hot and the residue rinsed with more hot dioxane (20 mL) and filtered. The filtrates wer... Reactants: SeO2, O1CCOCC1 (dioxane), CC1=NC2=C3N=CC=CC3=CC=C2C(=C1)SC(C)C (2-methyl-4-isopropylsulfanyl-[1,10]phenanthroline), O1CCOCC1 (dioxane). The reactants are CCOC(=O)c1ccccc1Nc1nc(Nc2cccc(N3CCN(C)CC3)c2)ncc1C, OC1CCNC1. Product: Cc1cnc(Nc2cccc(N3CCN(C)CC3)c2)nc1Nc1ccccc1C(=O)N1CCC(O)C1. Reaction SMILES: [CH3:1][c:2]1[c:3]([NH:22][c:23]2[c:24]([C:25](=[O:26])[O:27][CH2:28][CH3:29])[cH:30][cH:31][cH:32][cH:33]2)[n:4][c:5]([NH:8][c:9]2[cH:10][c:11]([N:15]3[CH2:16][CH2:17][N:18]([CH3:21])[CH2:19][CH2:20]3)[cH:12][cH:13][cH:14]2)[n:6][cH:7]1.[NH:34]1[CH2:35][CH:36]([OH:39])[CH2:37][CH2:38]1>>[CH3:1][c:2]1[c:3]([NH:22][c:23]2[c:24]([C:25](=[O:26])[N:34]3[CH2:35][CH:36]([OH:39])[CH2:37][CH2:38]3)[cH:30][cH:31][cH:32][cH:33]2)[n:4][c:5]([NH:8][c:9]2[cH:10][c:11]([N:15]3[CH2:16][CH2:17][N:18]([CH3:21])[CH2:19][CH2:20]3)[cH:12][cH:13][cH:14]2)[n:6][cH:7]1. Reactants: [N-]=[N+]=NCCON=C(C(=O)O)c1csc(N)n1, NC(=O)OCC1C(N)C(=O)N1S(=O)(=O)O. The product is [N-]=[N+]=NCCON=C(C(=O)NC1C(=O)N(S(=O)(=O)O)C1COC(N)=O)c1csc(N)n1. As a reaction SMILES: [NH2:16][c:17]1[s:18][cH:19][c:20]([C:22]([C:23](=[O:24])[OH:25])=[N:26][O:27][CH2:28][CH2:29][N:30]=[N+:31]=[N-:32])[n:21]1.[NH2:1][CH:2]1[C:3](=[O:15])[N:4]([S:11](=[O:12])(=[O:13])[OH:14])[CH:5]1[CH2:6][O:7][C:8]([NH2:9])=[O:10]>>[NH:1]([CH:2]1[C:3](=[O:15])[N:4]([S:11](=[O:12])(=[O:13])[OH:14])[CH:5]1[CH2:6][O:7][C:8]([NH2:9])=[O:10])[C:23]([C:22]([c:20]1[cH:19][s:18][c:17]([NH2:16])[n:21]1)=[N:26][O:27][CH2:28][CH2:29][N:30]=[N+:31]=[N-:32])=[O:24]. The reactants are CO, O=S(=O)(O)O, CCOC(=O)c1ccc(-c2ccc(C)cc2)c(-c2ccccc2)n1. Product: COC(=O)c1ccc(-c2ccc(C)cc2)c(-c2ccccc2)n1. RXN SMILES: [CH3:30][OH:31].[S:25](=[O:26])(=[O:27])([OH:28])[OH:29].[c:1]1(-[c:7]2[c:8](-[c:18]3[cH:19][cH:20][c:21]([CH3:24])[cH:22][cH:23]3)[cH:9][cH:10][c:11]([C:13](=[O:14])[O:15][CH2:16][CH3:17])[n:12]2)[cH:2][cH:3][cH:4][cH:5][cH:6]1>>[c:1]1(-[c:7]2[c:8](-[c:18]3[cH:19][cH:20][c:21]([CH3:24])[cH:22][cH:23]3)[cH:9][cH:10][c:11]([C:13](=[O:14])[O:15][CH3:16])[n:12]2)[cH:2][cH:3][cH:4][cH:5][cH:6]1. Reported procedure: A solution of hydrazine hydrate (4.0 g) in methanol was added dropwise to a mixture of N-(3-cyanobenzyl)phthalimide (17.0 g) in tetrahydrofuran (150 ml) and methanol (120 ml) at ambient temperature under stirring and the resultant mixture was stirred for 3 hours at ambient temperature. To the reaction mixture was added dropwise 6N-hydrochloric acid (25 ml) and the mixture was stirred for one hour at ambient temperature. The reaction mixture was evaporated in vacuo. To the residue was added water... Yields the product C(#N)C=1C=C(CNC(C)=O)C=CC1 (N-(3-cyanobenzyl)acetamide). Starting materials: O.NN (hydrazine hydrate), C(#N)C=1C=C(CN2C(C=3C(C2=O)=CC=CC3)=O)C=CC1 (N-(3-cyanobenzyl)phthalimide), Cl (hydrochloric acid), resultant mixture. The yield is 66.0%. As a reaction SMILES: O.NN.[C:4]([C:6]1[CH:7]=[C:8]([CH:21]=[CH:22][CH:23]=1)[CH2:9][N:10]1C(=O)C2=CC=CC=[C:12]2[C:11]1=[O:20])#[N:5].Cl>CO.O1CCCC1>[C:4]([C:6]1[CH:7]=[C:8]([CH:21]=[CH:22][CH:23]=1)[CH2:9][NH:10][C:11](=[O:20])[CH3:12])#[N:5] |f:0.1|. Run in CO (methanol), O1CCCC1 (tetrahydrofuran), CO (methanol).